Dataset: the Open Reaction Database (ORD), a public repository of structured organic reaction records. Task: describe an organic reaction: reactants, conditions, products, and yield Reactants: C(C)(=O)N1CCC=2C1=CC=1C(=CNC1C2)C2CCN(CC2)C (1-Acetyl-7-(1-methylpiperidin-4-yl)-1,2,3,5-tetrahydropyrrolo[2,3-f]indole), resultant mixture. Run in O (water), C(C)O (ethanol), [OH-].[Na+] (sodium hydroxide), [OH-].[Na+] (sodium hydroxide). Yields the product CN1CCC(CC1)C1=CNC=2C=C3C(=CC12)NCC3 (7-(1-Methylpiperidin-4-yl)-1,2,3,5-tetrahydropyrrolo[2,3-f]indole). Isolated yield 61.4%. RXN SMILES: C([N:4]1[C:8]2=[CH:9][C:10]3[C:11]([CH:16]4[CH2:21][CH2:20][N:19]([CH3:22])[CH2:18][CH2:17]4)=[CH:12][NH:13][C:14]=3[CH:15]=[C:7]2[CH2:6][CH2:5]1)(=O)C>C(O)C.[OH-].[Na+].O>[CH3:22][N:19]1[CH2:20][CH2:21][CH:16]([C:11]2[C:10]3[CH:9]=[C:8]4[NH:4][CH2:5][CH2:6][C:7]4=[CH:15][C:14]=3[NH:13][CH:12]=2)[CH2:17][CH2:18]1 |f:2.3|. Procedure: To a stirred suspension of 1-acetyl-7-(1-methylpiperidin-4-yl)-1,2,3,5-tetrahydropyrrolo[2,3-f]indole (D5, 0.55 g, 1.85 mmole) in ethanol (10 ml) and 10% sodium hydroxide solution (10 ml) was added sodium hydroxide pellets (0.50 g) and the resultant mixture was heated at reflux under argon for 18 hours. The mixture was cooled, diluted with water (75 ml) and extracted with dichloromethane (5×30 ml). The combined organic extracts were washed with brine, dried (MgSO4) and evaporated to dryness. The... The reactants are NC1=CC=C(C=C1)CCCC(CN(CC(=O)O)CCN(CC(=O)O)CC(=O)O)N(CC(=O)O)CC(=O)O (2-{[5-(4-aminophenyl)-2-[bis(carboxymethyl)amino]pentyl]({2-[bis(carboxymethyl)amino]ethyl})amino}acetic acid), C(=S)(Cl)Cl (thiophosgene), C(Cl)(Cl)Cl (CHCl3). The solvent is O (water). Reaction conditions: time 3 hour. Product: C(=O)(O)CN(C(CN(CC(=O)O)CCN(CC(=O)O)CC(=O)O)CCCC1=CC=C(C=C1)N=C=S)CC(=O)O (2-({2-[bis(carboxymethyl)amino]-5-(4-isothiocyanatophenyl)pentyl}({2-[bis(carboxy methyl)amino]ethyl})amino)acetic acid). Yield: 97.0%. Reaction SMILES: [NH2:1][C:2]1[CH:7]=[CH:6][C:5]([CH2:8][CH2:9][CH2:10][CH:11]([N:29]([CH2:34][C:35]([OH:37])=[O:36])[CH2:30][C:31]([OH:33])=[O:32])[CH2:12][N:13]([CH2:18][CH2:19][N:20]([CH2:25][C:26]([OH:28])=[O:27])[CH2:21][C:22]([OH:24])=[O:23])[CH2:14][C:15]([OH:17])=[O:16])=[CH:4][CH:3]=1.[C:38](Cl)(Cl)=[S:39].C(Cl)(Cl)Cl>O>[C:31]([CH2:30][N:29]([CH2:34][C:35]([OH:37])=[O:36])[CH:11]([CH2:10][CH2:9][CH2:8][C:5]1[CH:6]=[CH:7][C:2]([N:1]=[C:38]=[S:39])=[CH:3][CH:4]=1)[CH2:12][N:13]([CH2:18][CH2:19][N:20]([CH2:21][C:22]([OH:24])=[O:23])[CH2:25][C:26]([OH:28])=[O:27])[CH2:14][C:15]([OH:17])=[O:16])([OH:33])=[O:32]. Procedure details: To a solution of 6b (10.2 mg, 0.0152 mmol) in water (100 μL) was added dropwise 1M thiophosgene in CHCl3 (18.2 μL, 0.0182 mmol). The resulting mixture was stirred at room temperature for 3 h. The aqueous layer was concentrated in vacuo to provide pure 7b (10 mg, 97%) as a light yellowish solid. 1H NMR (MeOD, 300 MHz) δ 2.40-4.51 (m, 28H), 7.05-7.70 (m, 4H). Reaction SMILES: [CH2:21]1[CH2:22][CH2:23][NH:24][CH2:25][CH2:26]1.[CH3:27][C:28](=[O:29])[OH:30].[NH2:1][CH:2]1[S:3][CH2:4][C:5](=[O:7])[NH:6]1.[OH:8][c:9]1[cH:10][c:11]([CH:12]=[O:13])[cH:14][c:15]([N+:18](=[O:19])[O-:20])[c:16]1[OH:17]>>[NH2:1][CH:2]1[S:3][C:4](=[CH:12][c:11]2[cH:10][c:9]([OH:8])[c:16]([OH:17])[c:15]([N+:18](=[O:19])[O-:20])[cH:14]2)[C:5](=[O:7])[NH:6]1. Yields the product NC1NC(=O)C(=Cc2cc(O)c(O)c([N+](=O)[O-])c2)S1. The reactants are C1CCNCC1, CC(=O)O, NC1NC(=O)CS1, O=Cc1cc(O)c(O)c([N+](=O)[O-])c1. Starting materials: [Br-].C(C)(=O)C=1C=[N+](C=CC1CC1C(C2=CC=C(C=C2CC1)OC)=O)CC1=CC=C(C=C1)Cl (2-[[3-acetyl-1-[(4-chlorophenyl)methyl]pyridin-1-ium-4-yl]methyl]-6-methoxy-tetralin-1-one bromide), C(C1=CC=CC=C1)NC(C1=CNC=CC1)=O (N-benzyl-1,4-dihydronicotinamide), O (water). The solvent is ClCCl (dichloromethane). The product is C(C)(=O)C1=CN(C=CC1CC1C(C2=CC=C(C=C2CC1)OC)=O)CC1=CC=C(C=C1)Cl (2-[[3-acetyl-1-[(4-chlorophenyl)methyl]-4H-pyridin-4-yl]methyl]-6-methoxy-tetralin-1-one). The yield is 44.3%. RXN SMILES: [Br-].[C:2]([C:5]1[CH:6]=[N+:7]([CH2:25][C:26]2[CH:31]=[CH:30][C:29]([Cl:32])=[CH:28][CH:27]=2)[CH:8]=[CH:9][C:10]=1[CH2:11][CH:12]1[CH2:21][CH2:20][C:19]2[C:14](=[CH:15][CH:16]=[C:17]([O:22][CH3:23])[CH:18]=2)[C:13]1=[O:24])(=[O:4])[CH3:3].C(NC(=O)C1CC=CNC=1)C1C=CC=CC=1.O>ClCCl>[C:2]([C:5]1[CH:10]([CH2:11][CH:12]2[CH2:21][CH2:20][C:19]3[C:14](=[CH:15][CH:16]=[C:17]([O:22][CH3:23])[CH:18]=3)[C:13]2=[O:24])[CH:9]=[CH:8][N:7]([CH2:25][C:26]2[CH:31]=[CH:30][C:29]([Cl:32])=[CH:28][CH:27]=2)[CH:6]=1)(=[O:4])[CH3:3] |f:0.1|. Reported procedure: To a solution of pyridinium salt 131 (75 mg, 0.15 mmol) in dry and degassed dichloromethane (2.5 mL) was added at once N-benzyl-1,4-dihydronicotinamide (BNAH) (32 mg, 1 equiv) at 25° C. under Argon. The reaction was monitored by TLC until the starting material has disappeared (48 h). Then, water and dichloromethane were added. The organic layer was washed twice with water and once with brine, dried over magnesium sulfate and concentrated to dryness. The crude residue was purified by column chrom... Reactants: C1C(CC2=CC=CC=C12)NC=1N=C2C(C(=CNC2=CC1)C(=O)OCC)=O (ethyl 6-(2,3-dihydro-1H-inden-2-ylamino)-1,4-dihydro-4-oxo-1,5-naphthyridine-3-carboxylate), ICC (iodoethane), C([O-])([O-])=O.[K+].[K+] (potassium carbonate), ethyl ester, Cl (HCl). Solvent: C(C)O (ethanol), [OH-].[Na+] (NaOH), C(C)(=O)OCC (ethyl acetate), CN(C)C=O (DMF). The product is C1C(CC2=CC=CC=C12)NC=1N=C2C(C(=CN(C2=CC1)CC)C(=O)OCC)=O (Ethyl 6-(2,3-dihydro-1H-inden-2-ylamino)-1-ethyl-1,4-dihydro-4-oxo-1,5-naphthyridine-3-carboxylate). Yield: 54.0%. Reaction SMILES: [CH2:1]1[C:9]2[C:4](=[CH:5][CH:6]=[CH:7][CH:8]=2)[CH2:3][CH:2]1[NH:10][C:11]1[N:12]=[C:13]2[C:18](=[CH:19][CH:20]=1)[NH:17][CH:16]=[C:15]([C:21]([O:23][CH2:24][CH3:25])=[O:22])[C:14]2=[O:26].I[CH2:28][CH3:29].C(=O)([O-])[O-].[K+].[K+].Cl>CN(C=O)C.C(O)C.[OH-].[Na+].C(OCC)(=O)C>[CH2:1]1[C:9]2[C:4](=[CH:5][CH:6]=[CH:7][CH:8]=2)[CH2:3][CH:2]1[NH:10][C:11]1[N:12]=[C:13]2[C:18](=[CH:19][CH:20]=1)[N:17]([CH2:28][CH3:29])[CH:16]=[C:15]([C:21]([O:23][CH2:24][CH3:25])=[O:22])[C:14]2=[O:26] |f:2.3.4,8.9|. Procedure details: A mixture of ethyl 6-(2,3-dihydro-1H-inden-2-ylamino)-1,4-dihydro-4-oxo-1,5-naphthyridine-3-carboxylate (600 mg), iodoethane (1 g) and potassium carbonate (600 mg) were heated at 90° C. in DMF (20 ml) overnight. After a standard ethyl acetate/aqueous work-up, the residue from the evaporated organic layer (crude cyclized ethyl ester), was heated at 80° C. in a mixture of ethanol (25 ml) and 2M NaOH (10 ml) for 2 h. This was then cooled to room temperature, aq. HCl was added to adjust the pH to 5,... The reactants are FC1=C(C(=CC=C1)F)N1C(=CC2=C1N=C(N=C2)S(=O)(=O)C)C(=O)C2=CC=C(C=C2)F ([7-(2,6-difluoro-phenyl)-2-methanesulfonyl-7H-pyrrolo[2,3-d]pyrimidin-6-yl]-(4-fluoro-phenyl)-methanone), NC1CCOCC1 (4-aminotetrahydropyran). Run in CN1C(CCC1)=O (1-methyl-2-pyrrolidinone). Conditions: temperature 90 celsius. Product: FC1=C(C(=CC=C1)F)N1C(=CC2=C1N=C(N=C2)NC2CCOCC2)C(=O)C2=CC=C(C=C2)F ([7-(2,6-difluorophenyl)-2-(tetrahydropyran-4-ylamino)-7H-pyrrolo[2,3-d]pyrimidin-6-yl]-(4-fluorophenyl)-methanone). As a reaction SMILES: [F:1][C:2]1[CH:7]=[CH:6][CH:5]=[C:4]([F:8])[C:3]=1[N:9]1[C:13]2[N:14]=[C:15](S(C)(=O)=O)[N:16]=[CH:17][C:12]=2[CH:11]=[C:10]1[C:22]([C:24]1[CH:29]=[CH:28][C:27]([F:30])=[CH:26][CH:25]=1)=[O:23].[NH2:31][CH:32]1[CH2:37][CH2:36][O:35][CH2:34][CH2:33]1>CN1CCCC1=O>[F:1][C:2]1[CH:7]=[CH:6][CH:5]=[C:4]([F:8])[C:3]=1[N:9]1[C:13]2[N:14]=[C:15]([NH:31][CH:32]3[CH2:37][CH2:36][O:35][CH2:34][CH2:33]3)[N:16]=[CH:17][C:12]=2[CH:11]=[C:10]1[C:22]([C:24]1[CH:29]=[CH:28][C:27]([F:30])=[CH:26][CH:25]=1)=[O:23]. Procedure: To a solution of [7-(2,6-difluoro-phenyl)-2-methanesulfonyl-7H-pyrrolo[2,3-d]pyrimidin-6-yl]-(4-fluoro-phenyl)-methanone, 4, (0.50 g, 1.28 mmol) in 1-methyl-2-pyrrolidinone (4 mL) is added 4-aminotetrahydropyran (0.18 g, 1.80 mmol). The reaction mixture is heated to 90° C. for 19 hours after which the reaction is cooled to room temperature and concentrated in vacuo. The crude residue is purified over silica (40% EtOAc/hexanes) to afford 444 mg of the desired product as a yellow solid: 1H NMR (30... The reactants are CC1CC(CC1)O (3-methylcyclopentanol), [N+](=O)([O-])C1=C(C#N)C(=CC=C1)[N+](=O)[O-] (2,6-dinitrobenzonitrile). Yields the product CC1CC(CC1)OC1=C(C#N)C(=CC=C1)[N+](=O)[O-] (2-(3-methylcyclopentyloxy)-6-nitrobenzonitrile). Yield: 70.0%. RXN SMILES: [CH3:1][CH:2]1[CH2:6][CH2:5][CH:4]([OH:7])[CH2:3]1.[N+:8]([C:11]1[CH:18]=[CH:17][CH:16]=[C:15]([N+]([O-])=O)[C:12]=1[C:13]#[N:14])([O-:10])=[O:9]>>[CH3:1][CH:2]1[CH2:6][CH2:5][CH:4]([O:7][C:15]2[CH:16]=[CH:17][CH:18]=[C:11]([N+:8]([O-:10])=[O:9])[C:12]=2[C:13]#[N:14])[CH2:3]1. Reported procedure: Prepared as in Example 215c from 3-methylcyclopentanol and 2,6-dinitrobenzonitrile in 70% yield. MS 247 (MH+). Reactants: OC1=CC=CC=2C(C3=CC=CC(=C3C(C12)=O)O)C1=CC=CC=C1 (1,8-dihydroxy-10-phenyl anthrone), example 10 ( 1 ), initial reactant. The solvent is C(CC)(=O)OC(CC)=O (propionic anhydride), N1=CC=CC=C1 (pyridine). The product is C1(=CC=CC=C1)C1=C2C=CC=C(C2=C(C2=C(C=CC=C12)OC(CC)=O)OC(CC)=O)OC(CC)=O (10-phenyl-1,8,9-tripropionyloxy anthracene). The yield is 56.5%. RXN SMILES: [OH:1][C:2]1[C:15]2[C:14](=[O:16])[C:13]3[C:8](=[CH:9][CH:10]=[CH:11][C:12]=3[OH:17])[CH:7]([C:18]3[CH:23]=[CH:22][CH:21]=[CH:20][CH:19]=3)[C:6]=2[CH:5]=[CH:4][CH:3]=1>C(OC(=O)CC)(=O)CC.N1C=CC=CC=1>[C:18]1([C:7]2[C:6]3[C:15](=[C:2]([O:1][C:12](=[O:17])[CH2:11][CH3:10])[CH:3]=[CH:4][CH:5]=3)[C:14]([O:16][C:14](=[O:16])[CH2:13][CH3:8])=[C:13]3[C:8]=2[CH:9]=[CH:10][CH:11]=[C:12]3[O:17][C:2](=[O:1])[CH2:3][CH3:4])[CH:19]=[CH:20][CH:21]=[CH:22][CH:23]=1. Procedure details: To a mixture, stirred under an argon atmosphere, of 2.5 g of 1,8-dihydroxy-10-phenyl anthrone obtained at example 10 (1) in 25 cm3 of propionic anhydride, 0.100 cm3 of anhydrous pyridine is added. The reaction mixture is then brought for one hour to 70° C., at the end of which period all the initial reactant is transformed. The reactive excess is then removed by evaporation under a vacuum. The resulting solid is dissolved in a minimum of toluene, introduced into a silica gel column and then elut...